From a dataset of the Open Reaction Database (ORD), a public repository of structured organic reaction records. describe an organic reaction: reactants, conditions, products, and yield Reaction conditions: time 68 hour. Reported procedure: Cesium carbonate (62.6 mg, 192.2 μmol) was added to ethyl 7-fluoro-6-(4-hydroxyphenyl)-2-quinolinecarboxylate (54.4 mg, 174.7 μmol) and 4-(chloromethyl)-3-(2,6-dichlorophenyl)-5-(1-methylethyl)isoxazole (58.6 mg, 192.2 μmol) in N,N-dimethylformamide (1.7 mL) at room temperature. The resulting suspension was stirred for 68 hours, then water was added and the reaction mixture was extracted with ethyl acetate. The organic layer was dried over anhydrous magnesium sulfate, then filtered and concentra... Yield: 48.8%. Product: ClC1=C(C(=CC=C1)Cl)C1=NOC(=C1COC1=CC=C(C=C1)C=1C=C2C=CC(=NC2=CC1F)C(=O)OCC)C(C)C (ethyl 6-[4-({[3-(2,6-dichlorophenyl)-5-(1-methylethyl)-4-isoxazolyl]methyl}oxy)phenyl]-7-fluoro-2-quinolinecarboxylate). Reaction SMILES: C(=O)([O-])[O-].[Cs+].[Cs+].[F:7][C:8]1[CH:17]=[C:16]2[C:11]([CH:12]=[CH:13][C:14]([C:18]([O:20][CH2:21][CH3:22])=[O:19])=[N:15]2)=[CH:10][C:9]=1[C:23]1[CH:28]=[CH:27][C:26]([OH:29])=[CH:25][CH:24]=1.Cl[CH2:31][C:32]1[C:33]([C:40]2[C:45]([Cl:46])=[CH:44][CH:43]=[CH:42][C:41]=2[Cl:47])=[N:34][O:35][C:36]=1[CH:37]([CH3:39])[CH3:38].O>CN(C)C=O>[Cl:46][C:45]1[CH:44]=[CH:43][CH:42]=[C:41]([Cl:47])[C:40]=1[C:33]1[C:32]([CH2:31][O:29][C:26]2[CH:25]=[CH:24][C:23]([C:9]3[CH:10]=[C:11]4[C:16](=[CH:17][C:8]=3[F:7])[N:15]=[C:14]([C:18]([O:20][CH2:21][CH3:22])=[O:19])[CH:13]=[CH:12]4)=[CH:28][CH:27]=2)=[C:36]([CH:37]([CH3:39])[CH3:38])[O:35][N:34]=1 |f:0.1.2|. Solvent: CN(C=O)C (N,N-dimethylformamide). Reactants: O (water), C([O-])([O-])=O.[Cs+].[Cs+] (Cesium carbonate), FC1=C(C=C2C=CC(=NC2=C1)C(=O)OCC)C1=CC=C(C=C1)O (ethyl 7-fluoro-6-(4-hydroxyphenyl)-2-quinolinecarboxylate), ClCC=1C(=NOC1C(C)C)C1=C(C=CC=C1Cl)Cl (4-(chloromethyl)-3-(2,6-dichlorophenyl)-5-(1-methylethyl)isoxazole). Product: O=CCCCn1nc(-c2ccccc2)c(-c2ccccc2)c1-c1ccccc1. Reaction SMILES: [Cl:40][CH2:41][Cl:42].[O:29]=[Cr:30]([Cl:31])([O-:32])=[O:33].[c:1]1(-[c:7]2[n:8][n:9]([CH2:24][CH2:25][CH2:26][CH2:27][OH:28])[c:10](-[c:18]3[cH:19][cH:20][cH:21][cH:22][cH:23]3)[c:11]2-[c:12]2[cH:13][cH:14][cH:15][cH:16][cH:17]2)[cH:2][cH:3][cH:4][cH:5][cH:6]1.[nH+:34]1[cH:35][cH:36][cH:37][cH:38][cH:39]1>>[c:1]1(-[c:7]2[n:8][n:9]([CH2:24][CH2:25][CH2:26][CH:27]=[O:28])[c:10](-[c:18]3[cH:19][cH:20][cH:21][cH:22][cH:23]3)[c:11]2-[c:12]2[cH:13][cH:14][cH:15][cH:16][cH:17]2)[cH:2][cH:3][cH:4][cH:5][cH:6]1. The reactants are ClCCl, O=[Cr](=O)([O-])Cl, OCCCCn1nc(-c2ccccc2)c(-c2ccccc2)c1-c1ccccc1, c1cc[nH+]cc1. Reactants: FC1=C(C=CC(=C1)I)C(F)(F)F (2-fluoro-4-iodobenzotrifluoride), C1(=CC=CC=C1)P(C1=CC=CC=C1)C1=CC=CC=C1 (triphenylphosphine), C(C#C)O (propargyl alcohol), C(C)(C)N(CC)C(C)C (diisopropylethylamine). Reagents/catalysts: [Cu]I (copper(I) iodide), C1=CC=C(C=C1)/C=C/C(=O)/C=C/C2=CC=CC=C2.C1=CC=C(C=C1)/C=C/C(=O)/C=C/C2=CC=CC=C2.C1=CC=C(C=C1)/C=C/C(=O)/C=C/C2=CC=CC=C2.C(Cl)(Cl)Cl.[Pd].[Pd] (tris(dibenzylideneacetone)dipalladium(0) chloroform adduct). Run in [Cl-].[Na+].O (brine), O1CCCC1 (tetrahydrofuran). Conditions: time 11 hour. Yields the product FC=1C=C(C=CC1C(F)(F)F)C#CCO (3-(3-fluoro-4-trifluoromethylphenyl)-2-propyne-1-ol). Reaction SMILES: [F:1][C:2]1[CH:7]=[C:6](I)[CH:5]=[CH:4][C:3]=1[C:9]([F:12])([F:11])[F:10].C1(P(C2C=CC=CC=2)C2C=CC=CC=2)C=CC=CC=1.[CH2:32]([OH:35])[C:33]#[CH:34].C(N(C(C)C)CC)(C)C>[Cl-].[Na+].O.[Cu]I.C1C=CC(/C=C/C(/C=C/C2C=CC=CC=2)=O)=CC=1.C1C=CC(/C=C/C(/C=C/C2C=CC=CC=2)=O)=CC=1.C1C=CC(/C=C/C(/C=C/C2C=CC=CC=2)=O)=CC=1.C(Cl)(Cl)Cl.[Pd].[Pd].O1CCCC1>[F:1][C:2]1[CH:7]=[C:6]([C:34]#[C:33][CH2:32][OH:35])[CH:5]=[CH:4][C:3]=1[C:9]([F:12])([F:11])[F:10] |f:4.5.6,8.9.10.11.12.13|. Procedure details: A mixture of 2-fluoro-4-iodobenzotrifluoride (5.00 g), copper(I) iodide (65.5 mg), triphenylphosphine (226 mg), tris(dibenzylideneacetone)dipalladium(0) chloroform adduct (356 mg), propargyl alcohol (1.12 ml), diisopropylethylamine (12.0 ml) and tetrahydrofuran (80 ml) was stirred at room temperature for 11 hr. The reaction mixture was added to brine, and the mixture was extracted with ethyl acetate, washed with saturated brine, and dried over anhydrous magnesium sulfate. The solvent was evapora...